Dataset: the Open Reaction Database (ORD), a public repository of structured organic reaction records. Task: describe an organic reaction: reactants, conditions, products, and yield Starting materials: CC(=O)C1=C(C=C(C=C1)OCC2=CC=CC=C2)O (4-benzyloxy-2-hydroxyaceto-phenone), ClC(CCC(=O)OCC)C1=CC=CC=C1 (ethyl (RS)-4-chloro-4-phenyl-butanoate), C([O-])([O-])=O.[K+].[K+] (potassium carbonate), [I-].[K+] (potassium iodide). Solvent: CN(C=O)C (dimethylformamide). Run at temperature 100 celsius, time 8 hour. Product: C(C)(=O)C1=C(OC(CCC(=O)OCC)C2=CC=CC=C2)C=C(C=C1)OCC1=CC=CC=C1 (ethyl (RS)-4-(2-acetyl-5-benzyloxy-phenoxy)-4-phenylbutanoate). Yield: 34.1%. Reaction SMILES: [CH3:1][C:2]([C:4]1[CH:9]=[CH:8][C:7]([O:10][CH2:11][C:12]2[CH:17]=[CH:16][CH:15]=[CH:14][CH:13]=2)=[CH:6][C:5]=1[OH:18])=[O:3].Cl[CH:20]([C:28]1[CH:33]=[CH:32][CH:31]=[CH:30][CH:29]=1)[CH2:21][CH2:22][C:23]([O:25][CH2:26][CH3:27])=[O:24].C(=O)([O-])[O-].[K+].[K+].[I-].[K+]>CN(C)C=O>[C:2]([C:4]1[CH:9]=[CH:8][C:7]([O:10][CH2:11][C:12]2[CH:17]=[CH:16][CH:15]=[CH:14][CH:13]=2)=[CH:6][C:5]=1[O:18][CH:20]([C:28]1[CH:33]=[CH:32][CH:31]=[CH:30][CH:29]=1)[CH2:21][CH2:22][C:23]([O:25][CH2:26][CH3:27])=[O:24])(=[O:3])[CH3:1] |f:2.3.4,5.6|. Procedure: A mixture of 4-benzyloxy-2-hydroxyaceto-phenone (1.2 g), ethyl (RS)-4-chloro-4-phenyl-butanoate (1.21 g), potassium carbonate (760 mg), potassium iodide (35 mg) and dimethylformamide (30 mL) is stirred at 100° C. for 8 hours. It is evaporated to dryness and the resulting residue is partitioned between ethyl acetate (200 mL) and water (200 mL). The organic layer is dried over magnesium sulphate, filtered and concentrated in vacuo. Flash chromatography of the resulting oil, eluting with 15-30% eth... The reactants are COC(C1=C(C=C(C=C1)N1N=NC(C1)(C(F)(F)F)C1=CC(=CC(=C1)Cl)Cl)C)=O (4-[4-(3,5-dichloro-phenyl)-4-trifluoromethyl-4,5-dihydro-[1,2,3]triazol-1-yl]-2-methyl-benzoic acid methyl ester), [OH-].[K+] (potassium hydroxide). Run in O (water), CO (methanol). Run at temperature 80 celsius. Yields the product ClC=1C=C(C=C(C1)Cl)C1(N(C1)C1=CC(=C(C(=O)O)C=C1)C)C(F)(F)F (4-[2-(3,5-dichloro-phenyl)-2-trifluoromethyl-aziridin-1-yl]-2-methyl-benzoic acid). Isolated yield 36.9%. As a reaction SMILES: C[O:2][C:3](=[O:28])[C:4]1[CH:9]=[CH:8][C:7]([N:10]2[CH2:14][C:13]([C:19]3[CH:24]=[C:23]([Cl:25])[CH:22]=[C:21]([Cl:26])[CH:20]=3)([C:15]([F:18])([F:17])[F:16])N=N2)=[CH:6][C:5]=1[CH3:27].[OH-].[K+]>CO.O>[Cl:25][C:23]1[CH:24]=[C:19]([C:13]2([C:15]([F:18])([F:17])[F:16])[CH2:14][N:10]2[C:7]2[CH:8]=[CH:9][C:4]([C:3]([OH:2])=[O:28])=[C:5]([CH3:27])[CH:6]=2)[CH:20]=[C:21]([Cl:26])[CH:22]=1 |f:1.2|. Procedure: To a solution of 4-[4-(3,5-dichloro-phenyl)-4-trifluoromethyl-4,5-dihydro-[1,2,3]triazol-1-yl]-2-methyl-benzoic acid methyl ester (Example 2.1) (3.6 g, 8.33 mmol) in methanol (10 ml) was added aqueous potassium hydroxide (40% w/v) (35 ml) and the reaction mixture heated at 80° C. for 15 hours. The reaction mixture was then diluted with water and extracted with ethyl acetate. The aqueous phase was acidified by addition of aqueous hydrochloric acid (1M) and extracted again with ethyl acetate (3×20...